From a dataset of the Open Reaction Database (ORD), a public repository of structured organic reaction records. describe an organic reaction: reactants, conditions, products, and yield Starting materials: Cl (HCl), CN1C(OC[C@@H]1CC1=CC=C(C=C1)[N+](=O)[O-])=O ((S)-3-Methyl-4-(4-nitrobenzyl)-2-oxazolidinone). Reagents/catalysts: [Pd] (Pd/C). The solvent is C(C)O (ethanol). Run at time 1 hour. The product is Cl.CN1C(OC[C@@H]1CC1=CC=C(C=C1)N)=O ((S)-3-Methyl-4-(4-aminobenzyl)-2-oxazolidinone hydrochloride). RXN SMILES: [CH3:1][N:2]1[C@@H:6]([CH2:7][C:8]2[CH:13]=[CH:12][C:11]([N+:14]([O-])=O)=[CH:10][CH:9]=2)[CH2:5][O:4][C:3]1=[O:17].[ClH:18]>C(O)C.[Pd]>[ClH:18].[CH3:1][N:2]1[C@@H:6]([CH2:7][C:8]2[CH:13]=[CH:12][C:11]([NH2:14])=[CH:10][CH:9]=2)[CH2:5][O:4][C:3]1=[O:17] |f:4.5|. Reported procedure: A suspension of the product from step (a) (4.0 g) and 10% w/w Pd/C (0.20 g) in a mixture of ethanol (70 ml) and dil. HCl (2N aqu. HCl (12 ml) +water (55 ml)) was hydrogenated at 45 psi for 1 hour. The mixture was filtered through Hyflo and the filtrate evaporated in vacuo to give the desired product as a foam. Starting materials: CC(=O)[O-], CC(=O)[O-], O=C([O-])O, CCC(C#Cc1ccc(C(CC)(CC)c2ccc(B3OC(C)(C)C(C)(C)O3)c(C)c2)cc1C)(CC)O[Si](C)(C)C, COC(=O)Cc1cncc(Br)c1, Cc1ccccc1, COc1cccc(OC)c1-c1ccccc1P(C1CCCCC1)C1CCCCC1, [K+], [K+], [K+], [Na+], O, O=P([O-])([O-])[O-], [Pd+2]. Yields the product CCC(C#Cc1ccc(C(CC)(CC)c2ccc(-c3cncc(CC(=O)OC)c3)c(C)c2)cc1C)(CC)O[Si](C)(C)C. Reaction SMILES: [C:102]([O-:103])(=[O:104])[CH3:105].[C:107]([O-:108])(=[O:109])[CH3:110].[C:90](=[O:91])([OH:92])[O-:93].[CH2:50]([CH3:51])[C:52]([CH2:53][CH3:54])([c:55]1[cH:56][c:57]([CH3:73])[c:58]([C:61]#[C:62][C:63]([CH2:64][CH3:65])([O:66][Si:67]([CH3:68])([CH3:69])[CH3:70])[CH2:71][CH3:72])[cH:59][cH:60]1)[c:74]1[cH:75][c:76]([CH3:89])[c:77]([B:80]2[O:81][C:82]([CH3:83])([CH3:84])[C:85]([CH3:86])([CH3:87])[O:88]2)[cH:78][cH:79]1.[CH3:1][O:2][C:3]([CH2:4][c:5]1[cH:6][n:7][cH:8][c:9]([Br:11])[cH:10]1)=[O:12].[CH3:95][c:96]1[cH:97][cH:98][cH:99][cH:100][cH:101]1.[CH:13]1([P:14]([CH:15]2[CH2:16][CH2:17][CH2:18][CH2:19][CH2:20]2)[c:21]2[cH:22][cH:23][cH:24][cH:25][c:26]2-[c:27]2[c:28]([O:29][CH3:30])[cH:31][cH:32][cH:33][c:34]2[O:35][CH3:36])[CH2:37][CH2:38][CH2:39][CH2:40][CH2:41]1.[K+:47].[K+:48].[K+:49].[Na+:94].[OH2:111].[P:42]([O-:43])([O-:44])([O-:45])=[O:46].[Pd+2:106]>>[CH3:1][O:2][C:3]([CH2:4][c:5]1[cH:6][n:7][cH:8][c:9](-[c:77]2[c:76]([CH3:89])[cH:75][c:74]([C:52]([CH2:50][CH3:51])([CH2:53][CH3:54])[c:55]3[cH:56][c:57]([CH3:73])[c:58]([C:61]#[C:62][C:63]([CH2:64][CH3:65])([O:66][Si:67]([CH3:68])([CH3:69])[CH3:70])[CH2:71][CH3:72])[cH:59][cH:60]3)[cH:79][cH:78]2)[cH:10]1)=[O:12]. Reactants: OO (hydrogen peroxide), S([O-])(O)(=O)=O.[Na+] (sodium bisulfate), C1(=CC=C(C=C1)C[C@@H]1CC(C(N1C(C(C)(C)C)=O)=O)(C)C)C1=CC=CC=C1 ((R)-5-Biphenyl-4-ylmethyl-1-(2,2-dimethylpropionyl)-3,3-dimethyl-pyrrolidin-2-one), [OH-].[Li+] (Lithium hydroxide). The reagents and catalysts are [Br-].C(CCC)[N+](CCCC)(CCCC)CCCC (tetra-butylammonium bromide). Run in C1CCOC1 (THF), C1CCOC1 (THF). Conditions: temperature 0 celsius, time 2.5 hour. Yields the product C1(=CC=C(C=C1)C[C@@H]1CC(C(N1)=O)(C)C)C1=CC=CC=C1 ((R)-5-Biphenyl-4-ylmethyl-3,3-dimethylpyrrolidin-2-one). Reaction SMILES: [C:1]1([C:22]2[CH:27]=[CH:26][CH:25]=[CH:24][CH:23]=2)[CH:6]=[CH:5][C:4]([CH2:7][C@H:8]2[N:12](C(=O)C(C)(C)C)[C:11](=[O:19])[C:10]([CH3:21])([CH3:20])[CH2:9]2)=[CH:3][CH:2]=1.[OH-].[Li+].OO.S(=O)(=O)(O)[O-].[Na+]>[Br-].C([N+](CCCC)(CCCC)CCCC)CCC.C1COCC1>[C:1]1([C:22]2[CH:23]=[CH:24][CH:25]=[CH:26][CH:27]=2)[CH:2]=[CH:3][C:4]([CH2:7][C@H:8]2[NH:12][C:11](=[O:19])[C:10]([CH3:21])([CH3:20])[CH2:9]2)=[CH:5][CH:6]=1 |f:1.2,4.5,6.7|. Procedure details: 6 g (R)-5-Biphenyl-4-ylmethyl-1-(2,2-dimethylpropionyl)-3,3-dimethyl-pyrrolidin-2-one is added to THF (6 ml). Lithium hydroxide (15.6 ml, 3 mol L−1) is added followed by tetra-butylammonium bromide (0.15 g). This mixture is then added to a mixture of hydrogen peroxide (4.54 g) and THF (12 ml) at 0° C. After 2.5 h, sodium bisulfate solution (12 g, 38-40%) is added. THF is removed in vacuo. Toluene (70 ml) is added and the phases separated. The organic phase is washed with water (15 ml). The phase... Reactants: Clc1ccc(CBr)s1, NC(=O)C1CCCCC1NS(=O)(=O)c1ccc(Cl)cc1. Product: NC(=O)C1CCCCC1N(Cc1ccc(Cl)s1)S(=O)(=O)c1ccc(Cl)cc1. As a reaction SMILES: [Br:21][CH2:22][c:23]1[s:24][c:25]([Cl:28])[cH:26][cH:27]1.[Cl:1][c:2]1[cH:3][cH:4][c:5]([S:8](=[O:9])(=[O:10])[NH:11][CH:12]2[CH:13]([C:18](=[O:19])[NH2:20])[CH2:14][CH2:15][CH2:16][CH2:17]2)[cH:6][cH:7]1>>[Cl:1][c:2]1[cH:3][cH:4][c:5]([S:8](=[O:9])(=[O:10])[N:11]([CH:12]2[CH:13]([C:18](=[O:19])[NH2:20])[CH2:14][CH2:15][CH2:16][CH2:17]2)[CH2:22][c:23]2[s:24][c:25]([Cl:28])[cH:26][cH:27]2)[cH:6][cH:7]1. Starting materials: C(C)(CC)Br (sec-butylbromide), C(C)(CC)C(C#N)C1=CC2=CC=CC=C2C=C1 (α-sec-butyl-2-naphthaleneacetonitrile). Yields the product C(C)(C)C(C#N)C1=CC2=CC=CC=C2C=C1 (α-Isopropyl-2-naphthaleneacetonitrile). Reaction SMILES: C(Br)(CC)C.[CH:6]([CH:10]([C:13]1[CH:22]=[CH:21][C:20]2[C:15](=[CH:16][CH:17]=[CH:18][CH:19]=2)[CH:14]=1)[C:11]#[N:12])([CH2:8]C)[CH3:7]>>[CH:6]([CH:10]([C:13]1[CH:22]=[CH:21][C:20]2[C:15](=[CH:16][CH:17]=[CH:18][CH:19]=2)[CH:14]=1)[C:11]#[N:12])([CH3:8])[CH3:7]. Reported procedure: This procedure is repeated in all essential details excepting that isobutyl bromide (1-bromo-2-methylpropane) is substituted for 2-bromopropane. This latter procedure yields α-isobutyl-2-naphthaleneacetonitrile. When the procedure is repeated with sec-butylbromide the corresponding α-sec-butyl-2-naphthaleneacetonitrile is obtained. The reactants are CN=C=O, NC(=O)c1ccc(OC2CNC2)cc1, c1ccccc1. Yields the product CNC(=O)N1CC(Oc2ccc(C(N)=O)cc2)C1. Reaction SMILES: [CH3:15][N:16]=[C:17]=[O:18].[NH:1]1[CH2:2][CH:3]([O:5][c:6]2[cH:7][cH:8][c:9]([C:10](=[O:11])[NH2:12])[cH:13][cH:14]2)[CH2:4]1.[cH:19]1[cH:20][cH:21][cH:22][cH:23][cH:24]1>>[N:1]1([C:17]([NH:16][CH3:15])=[O:18])[CH2:2][CH:3]([O:5][c:6]2[cH:7][cH:8][c:9]([C:10](=[O:11])[NH2:12])[cH:13][cH:14]2)[CH2:4]1. The reactants are O=C([O-])c1ccccc1C(=O)O[O-], CSc1ccc(N2CCC(Oc3ccccc3C(F)(F)F)CC2)nn1, CO, ClCCl, [Mg+2], [Na+], O=C([O-])O. Yields the product CS(=O)c1ccc(N2CCC(Oc3ccccc3C(F)(F)F)CC2)nn1. As a reaction SMILES: [C:26]([O:27][O-:28])(=[O:29])[c:31]1[c:32]([C:37](=[O:30])[O-:38])[cH:33][cH:34][cH:35][cH:36]1.[CH3:1][S:2][c:3]1[n:4][n:5][c:6]([N:9]2[CH2:10][CH2:11][CH:12]([O:15][c:16]3[c:17]([C:22]([F:23])([F:24])[F:25])[cH:18][cH:19][cH:20][cH:21]3)[CH2:13][CH2:14]2)[cH:7][cH:8]1.[CH3:43][OH:44].[Cl:40][CH2:41][Cl:42].[Mg+2:39].[Na+:49].[O-:45][C:46]([OH:47])=[O:48]>>[CH3:1][S:2]([c:3]1[n:4][n:5][c:6]([N:9]2[CH2:10][CH2:11][CH:12]([O:15][c:16]3[c:17]([C:22]([F:23])([F:24])[F:25])[cH:18][cH:19][cH:20][cH:21]3)[CH2:13][CH2:14]2)[cH:7][cH:8]1)=[O:30].